This data is from the Open Reaction Database (ORD), a public repository of structured organic reaction records. The task is: describe an organic reaction: reactants, conditions, products, and yield The reactants are C1(CC2=CC=CC3=CC=CC1=C23)=O (Acenaphthen-1-one), C(C(=O)OCC)(=O)OCC (diethyl oxalate), [O-]CC.[Na+] (sodium ethoxide). Solvent: C(C)O (ethanol). Product: C(=O)(C(=O)OCC)C1C(C=2C=CC=C3C=CC=C1C23)=O (2-ethoxalylacenaphthen-1-one). As a reaction SMILES: [C:1]1(=[O:13])[C:11]2=[C:12]3[C:7](=[CH:8][CH:9]=[CH:10]2)[CH:6]=[CH:5][CH:4]=[C:3]3[CH2:2]1.[C:14](OCC)(=[O:20])[C:15]([O:17][CH2:18][CH3:19])=[O:16].[O-]CC.[Na+]>C(O)C>[C:14]([CH:2]1[C:3]2[C:12]3[C:7]([CH:6]=[CH:5][CH:4]=2)=[CH:8][CH:9]=[CH:10][C:11]=3[C:1]1=[O:13])([C:15]([O:17][CH2:18][CH3:19])=[O:16])=[O:20] |f:2.3|. Procedure details: Acenaphthen-1-one (JACS, 62, 432, 1940) (4.1 g) is reacted with diethyl oxalate (4.2 g) in anhydrous ethanol (280 ml) containing sodium ethoxide (from 0.66 g of sodium) at room temperature for 2 hours. The precipitate is filtered and washed with hexane, then is dissolved in water. The aqueous solution is acidified to pH 4 with citric acid and the precipitate is filtered and washed with water. Crystallization from chloroform-hexane gives 2-ethoxalylacenaphthen-1-one, m.p. 101°-103° C. (5.1 g), wh... Starting materials: FC(C(=O)O)(F)F.NC1=NC(=NS1)C(C(=O)N[C@H]1[C@@H]2N(C(=C(CS2)CCl)C(=O)O)C1=O)=NOC(C)(C)C(=O)O (7β-[2-(5-amino-1,2,4-thiadiazol-3-yl)-2-(1-carboxy-1-methylethoxyimino)acetamido]-3-chloromethyl-3-cephem-4-carboxylic acid trifluoroacetate), CN(C)CC1=NC=C(C(C1)=O)O (2-(N,N-dimethylamino)methyl-5-hydroxy-4pyridone), C(C)(=O)OCC (ethyl acetate). Run in CN(C=O)C (N,N-dimethylformamide). Reaction conditions: time 5 hour. Yields the product NC1=NC(=NS1)C(C(=O)N[C@H]1[C@@H]2N(C(=C(CS2)C[N+](CC=2NC=C(C(C2)=O)O)(C)C)C(=O)[O-])C1=O)=NOC(C)(C)C(=O)O (7β-[2-(5-amino-1,2,4-thiadiazol-3-yl)-2-(1-carboxy-1-methylethoxyimino)acetamido]-3-[N,N-dimethyl-N-{(5-hydroxy-4-oxo-1,4-dihydropyridin-2-yl)methyl}ammonio]methyl-3-cephem-4carboxylate). Yield: 29.2%. Reaction SMILES: FC(F)(F)C(O)=O.[NH2:8][C:9]1[S:13][N:12]=[C:11]([C:14](=[N:32][O:33][C:34]([C:37]([OH:39])=[O:38])([CH3:36])[CH3:35])[C:15]([NH:17][C@@H:18]2[C:30](=[O:31])[N:20]3[C:21]([C:27]([OH:29])=[O:28])=[C:22]([CH2:25]Cl)[CH2:23][S:24][C@H:19]23)=[O:16])[N:10]=1.[CH3:40][N:41]([CH2:43][C:44]1[CH2:49][C:48](=[O:50])[C:47]([OH:51])=[CH:46][N:45]=1)[CH3:42].C(OCC)(=O)C>CN(C)C=O>[NH2:8][C:9]1[S:13][N:12]=[C:11]([C:14](=[N:32][O:33][C:34]([C:37]([OH:39])=[O:38])([CH3:36])[CH3:35])[C:15]([NH:17][C@@H:18]2[C:30](=[O:31])[N:20]3[C:21]([C:27]([O-:29])=[O:28])=[C:22]([CH2:25][N+:41]([CH3:42])([CH3:40])[CH2:43][C:44]4[NH:45][CH:46]=[C:47]([OH:51])[C:48](=[O:50])[CH:49]=4)[CH2:23][S:24][C@H:19]23)=[O:16])[N:10]=1 |f:0.1|. Procedure details: To a solution of 7β-[2-(5-amino-1,2,4-thiadiazol-3-yl)-2-(1-carboxy-1-methylethoxyimino)acetamido]-3-chloromethyl-3-cephem-4-carboxylic acid trifluoroacetate (syn isomer) (1.0 g) in N,N-dimethylformamide (10 ml) was added 2-(N,N-dimethylamino)methyl-5-hydroxy-4pyridone (1.09 g). After being stirred for 5 hours at ambient temperature, the mixture was poured into ethyl acetate (150 ml). The resulting precipitate was collected by filtration, washed with ethyl acetate and dried under reduced pressur... Reaction SMILES: NC1[O:3][C:4]2[CH:10]=CC=CC=2N=1.CN1C[CH2:16][O:15]CC1.C1C[O:21]CC1.[C:23](#[N:25])[CH3:24]>>[CH3:10][C:4]1[O:3][N:25]=[CH:23][C:24]=1[C:16]([OH:15])=[O:21] |f:2.3|. Starting materials: sulfonyl chlorides, NC=1OC2=C(N1)C=CC=C2 (aminobenzoxazole), RSO2Cl THF ACN NMM, RSO2Cl, CN1CCOCC1 (NMM), C1CCOC1.C(C)#N (THF ACN). Reported procedure: Sulfonylation (X═SO2) For 45 μmol of aminobenzoxazole resin in each well of a 96-well microtiter plate, 1 mL RSO2Cl/THF-ACN /NMM/NMI (0.3M, 0.3 mmol RSO2Cl; 20% THF-ACN (by volume); 0.6M, 0.6 mmol NMM; 0.1M, 0.1 mmol NMI) was added to each well. The sulfonyl chlorides (RSO2Cl) used were as follows: The product is CC1=C(C=NO1)C(=O)O (5-METHYLISOXAZOLE-4-CARBOXYLIC ACID). Starting materials: CC(=O)N1c2ccncc2C(=O)CC1C, Cc1ccccc1, [Cl-], [Cl-], [Cl-], [Cl-], Nc1ccc(Cl)cc1, [Ti+4]. Product: CC(=O)N1c2ccncc2C(Nc2ccc(Cl)cc2)CC1C. RXN SMILES: [C:1]([CH3:2])(=[O:3])[N:4]1[CH:5]([CH3:15])[CH2:6][C:7](=[O:14])[c:8]2[cH:9][n:10][cH:11][cH:12][c:13]21.[CH3:24][c:25]1[cH:26][cH:27][cH:28][cH:29][cH:30]1.[Cl-:31].[Cl-:32].[Cl-:33].[Cl-:34].[NH2:16][c:17]1[cH:18][cH:19][c:20]([Cl:21])[cH:22][cH:23]1.[Ti+4:35]>>[C:1]([CH3:2])(=[O:3])[N:4]1[CH:5]([CH3:15])[CH2:6][CH:7]([NH:16][c:17]2[cH:18][cH:19][c:20]([Cl:21])[cH:22][cH:23]2)[c:8]2[cH:9][n:10][cH:11][cH:12][c:13]21. The reactants are C(C)OC(=O)C1=C(C2=C(N(C1=O)CC1=CC=C(C=C1)OC)C=CS2)Cl (7-chloro-4-(4-methoxybenzyl)-5-oxo-4,5-dihydro-thieno[3,2-b]pyridine-6-carboxylic acid ethyl ester), ice water. Solvent: C(=O)(C(F)(F)F)O (TFA). Yields the product C(C)OC(=O)C1=C(C2=C(NC1=O)C=CS2)Cl (7-chloro-5-oxo-4,5-dihydro-thieno[3,2-b]pyridine-6-carboxylic acid ethyl ester). The yield is 99.9%. RXN SMILES: [CH2:1]([O:3][C:4]([C:6]1[C:11](=[O:12])[N:10](CC2C=CC(OC)=CC=2)[C:9]2[CH:22]=[CH:23][S:24][C:8]=2[C:7]=1[Cl:25])=[O:5])[CH3:2]>C(O)(C(F)(F)F)=O>[CH2:1]([O:3][C:4]([C:6]1[C:11](=[O:12])[NH:10][C:9]2[CH:22]=[CH:23][S:24][C:8]=2[C:7]=1[Cl:25])=[O:5])[CH3:2]. Procedure details: A solution of 7-chloro-4-(4-methoxybenzyl)-5-oxo-4,5-dihydro-thieno[3,2-b]pyridine-6-carboxylic acid ethyl ester (55) (10.40 g, 27.5 mmol) in neat TFA was heated at 70° C. under argon for 36 h. The solution was cooled and poured into ice water. The solids formed were filtered, washed by water, and dried to yield 7.08 g (99%) of 7-chloro-5-oxo-4,5-dihydro-thieno[3,2-b]pyridine-6-carboxylic acid ethyl ester as white solids. MP 206° C.; 1H NMR (400 MHz, DMSO-d6) δ 1.28 (t, J=7.2 Hz, 3H), 4.29 (q, J... Reactants: C(C)(C)(C)OC(NC1=C(C=C(C(=C1)OC1=CC=C2C(=N1)SC(=N2)NC(C)=O)F)F)=O (tert-butyl{5-[(2-acetylamino[1,3]thiazolo[5,4-b]pyridin-5-yl)oxy]-2,4-difluorophenyl}carbamate). Run in FC(C(=O)O)(F)F (trifluoroacetic acid). Yields the product NC=1C(=CC(=C(OC2=CC=C3C(=N2)SC(=N3)NC(C)=O)C1)F)F (N-[5-(5-amino-2,4-difluorophenoxy)[1,3]thiazolo[5,4-b]pyridin-2-yl]acetamide). As a reaction SMILES: C(OC(=O)[NH:7][C:8]1[CH:13]=[C:12]([O:14][C:15]2[N:20]=[C:19]3[S:21][C:22]([NH:24][C:25](=[O:27])[CH3:26])=[N:23][C:18]3=[CH:17][CH:16]=2)[C:11]([F:28])=[CH:10][C:9]=1[F:29])(C)(C)C>FC(F)(F)C(O)=O>[NH2:7][C:8]1[C:9]([F:29])=[CH:10][C:11]([F:28])=[C:12]([CH:13]=1)[O:14][C:15]1[N:20]=[C:19]2[S:21][C:22]([NH:24][C:25](=[O:27])[CH3:26])=[N:23][C:18]2=[CH:17][CH:16]=1. Reported procedure: A solution of tert-butyl{5-[(2-acetylamino[1,3]thiazolo[5,4-b]pyridin-5-yl)oxy]-2,4-difluorophenyl}carbamate (4.36 g, 10.0 mmol) in trifluoroacetic acid (20 mL) was stirred at room temperature for 30 min. The reaction mixture was concentrated under reduced pressure, and the residue was diluted with ethyl acetate (200 mL), washed with 0.1N aqueous sodium hydroxide solution (200 mL), and dried over anhydrous magnesium sulfate. The insoluble material was filtered off, and the filtrate was concentra... Reactants: ClCCl, CC1(C)Cc2cc(F)c(F)c(CO)c2O1, O=S(Cl)Cl. The product is CC1(C)Cc2cc(F)c(F)c(CCl)c2O1. RXN SMILES: [Cl:20][CH2:21][Cl:22].[F:1][c:2]1[c:3]([F:15])[c:4]([CH2:13][OH:14])[c:5]2[c:6]([cH:12]1)[CH2:7][C:8]([CH3:10])([CH3:11])[O:9]2.[S:16]([Cl:17])([Cl:18])=[O:19]>>[F:1][c:2]1[c:3]([F:15])[c:4]([CH2:13][Cl:18])[c:5]2[c:6]([cH:12]1)[CH2:7][C:8]([CH3:10])([CH3:11])[O:9]2. Reactants: N1=C(N=CC=C1)N1CCN(CC1)CCCCBr (1-(2-pyrimidinyl)-4-(4-bromobutyl)piperazine), N1N=CC=C1 (pyrazole), C([O-])([O-])=O.[K+].[K+] (potassium carbonate). Run in CN(C=O)C (dimethylformamide). The product is N1=C(N=CC=C1)N1CCN(CC1)CCCCN1N=CC=C1 (1-{4-[4-(2-pyrimidinyl)-1-piperazinyl]butyl}-1H-pyrazole). RXN SMILES: [N:1]1[CH:6]=[CH:5][CH:4]=[N:3][C:2]=1[N:7]1[CH2:12][CH2:11][N:10]([CH2:13][CH2:14][CH2:15][CH2:16]Br)[CH2:9][CH2:8]1.[NH:18]1[CH:22]=[CH:21][CH:20]=[N:19]1.C(=O)([O-])[O-].[K+].[K+]>CN(C)C=O>[N:1]1[CH:6]=[CH:5][CH:4]=[N:3][C:2]=1[N:7]1[CH2:12][CH2:11][N:10]([CH2:13][CH2:14][CH2:15][CH2:16][N:18]2[CH:22]=[CH:21][CH:20]=[N:19]2)[CH2:9][CH2:8]1 |f:2.3.4|. Reported procedure: A mixture of 4 g (13.3 mmol) of 1-(2-pyrimidinyl)-4-(4-bromobutyl)piperazine, 1.02 g (15 mmol) of pyrazole and 2.76 g (20 mmol) of potassium carbonate in 50 ml of dimethylformamide is heated to reflux for 14 hours. The mixture is evaporated under vacuum, chloroform is added, the organic phase is washed with water, dried over sodium sulphate and evaporated under vacuum, and 3.5 g of an oil which is 1-{4-[4-(2-pyrimidinyl)-1-piperazinyl]butyl}-1H-pyrazole are obtained.